Dataset: the Open Reaction Database (ORD), a public repository of structured organic reaction records. Task: describe an organic reaction: reactants, conditions, products, and yield Reactants: [H-].[H-].[H-].[H-].[Li+].[Al+3] (LiAlH4), N1N=NC2=C1C=CC(=C2)C(=O)OC (Methyl 1H-benzo[d][1,2,3]triazole-5-carboxylate). Solvent: C1CCOC1 (THF). Reaction conditions: time 4 hour. Product: N1N=NC2=C1C=CC(=C2)CO ((1H-benzo[d][1,2,3]triazol-5-yl)methanol). Yield: 80.6%. As a reaction SMILES: [H-].[H-].[H-].[H-].[Li+].[Al+3].[NH:7]1[C:11]2[CH:12]=[CH:13][C:14]([C:16](OC)=[O:17])=[CH:15][C:10]=2[N:9]=[N:8]1>C1COCC1>[NH:7]1[C:11]2[CH:12]=[CH:13][C:14]([CH2:16][OH:17])=[CH:15][C:10]=2[N:9]=[N:8]1 |f:0.1.2.3.4.5|. Procedure: Under a nitrogen atmosphere a dry round-bottom flask was charged with LiAlH4 (0.316 g, 7.90 mmol) and THF (15 mL). Methyl 1H-benzo[d][1,2,3]triazole-5-carboxylate (1.0 g, 5.64 mmol) was then added portion-wise over 10 min at room temperature and reaction allowed to stir for 4 hours at which time the reaction was quenched with EtOAc (5 mL), and the mixture poured into ice-water. The mixture was acidified to pH=3 with 10% H2SO4 and extracted 4× with EtOAc. The combined organics were washed with br... Procedure: (5-Pyrimidinyl)tri-n-butylstannane (see Preparation 45) and 5-bromo-3-(1-cyclopropylmethylpyrrolidin-2(R)-ylmethyl)-1H-indole (see Preparation 56) were reacted together in the presence of palladium (II) acetate Pd(OAc)2 !, tri-o-tolylphosphine (o-TI)3P! and triethylamine (C2H5)3N! using a procedure similar to that described in Example 1. This yielded the title compound. Found: C,73.72; H,7.53; N,15.84; C21H24N4.1/8CH2Cl2.1/8H2O requires: C,73.47; H,7.15; N,16.23%. Reaction SMILES: [N:1]1[CH:6]=[C:5]([Sn](CCCC)(CCCC)CCCC)[CH:4]=[N:3][CH:2]=1.Br[C:21]1[CH:22]=[C:23]2[C:27](=[CH:28][CH:29]=1)[NH:26][CH:25]=[C:24]2[CH2:30][C@H:31]1[CH2:35][CH2:34][CH2:33][N:32]1[CH2:36][CH:37]1[CH2:39][CH2:38]1.C1(C)C=CC=CC=1P(C1C=CC=CC=1C)C1C=CC=CC=1C>>[CH:37]1([CH2:36][N:32]2[CH2:33][CH2:34][CH2:35][C@@H:31]2[CH2:30][C:24]2[C:23]3[C:27](=[CH:28][CH:29]=[C:21]([C:5]4[CH:4]=[N:3][CH:2]=[N:1][CH:6]=4)[CH:22]=3)[NH:26][CH:25]=2)[CH2:39][CH2:38]1. Reactants: N1=CN=CC(=C1)[Sn](CCCC)(CCCC)CCCC ((5-Pyrimidinyl)tri-n-butylstannane), BrC=1C=C2C(=CNC2=CC1)C[C@@H]1N(CCC1)CC1CC1 (5-bromo-3-(1-cyclopropylmethylpyrrolidin-2(R)-ylmethyl)-1H-indole), palladium (II) acetate Pd(OAc)2, C1(=C(C=CC=C1)P(C1=C(C=CC=C1)C)C1=C(C=CC=C1)C)C (tri-o-tolylphosphine), triethylamine (C2H5)3N. The product is C1(CC1)CN1[C@H](CCC1)CC1=CNC2=CC=C(C=C12)C=1C=NC=NC1 (3-(1-Cyclopropylmethylpyrrolidin-2(R)-ylmethyl)-5-(5-pyrimidinyl)-1H-indole). Starting materials: Cc1ccccc1, [Mg+2], O=S(=O)([O-])[O-], c1ccc(C23OC2CCc2cc4c(cc23)OCO4)cc1. Product: O=C1CCc2cc3c(cc2C1c1ccccc1)OCO3. As a reaction SMILES: [CH3:27][c:28]1[cH:29][cH:30][cH:31][cH:32][cH:33]1.[Mg+2:1].[O-:2][S:3](=[O:4])(=[O:5])[O-:6].[c:7]1([C:13]23[CH:14]([CH2:15][CH2:16][c:17]4[cH:18][c:19]5[c:20]([cH:21][c:22]42)[O:23][CH2:24][O:25]5)[O:26]3)[cH:8][cH:9][cH:10][cH:11][cH:12]1>>[c:7]1([CH:13]2[C:14](=[O:26])[CH2:15][CH2:16][c:17]3[cH:18][c:19]4[c:20]([cH:21][c:22]32)[O:23][CH2:24][O:25]4)[cH:8][cH:9][cH:10][cH:11][cH:12]1. The reactants are C(C)(C)(C)OC(=O)C1=CC2=C(CC(O2)COC)C(=C1)OC1=CC=C(C=C1)S(=O)(=O)C (4-(4-methanesulfonyl-phenoxy)-2-methoxymethyl-2,3-dihydro-benzofuran-6-carboxylic acid tert-butyl ester), C(C)(C)(C)OC(=O)C1=CC2=C(CC(O2)(C)CO)C(=C1)OC1=CC=C(C=C1)S(=O)(=O)C1CC1 (4-(4-cyclopropanesulfonyl-phenoxy)-2-hydroxymethyl-2-methyl-2,3-dihydro-benzofuran-6-carboxylic acid tert-butyl ester), CI (methyl iodide). Procedure: The title compound was prepared in a similar manner as described for Intermediate 201a, from 4-(4-cyclopropanesulfonyl-phenoxy)-2-hydroxymethyl-2-methyl-2,3-dihydro-benzofuran-6-carboxylic acid tert-butyl ester (245a) and methyl iodide. 1H NMR (400 MHz, CDCl3) δ 7.86 (d, J=8.84 Hz, 2 H) 7.22 (s, 1 H) 7.07 (d, J=8.84 Hz, 2 H) 3.41-3.52 (m, 2 H) 3.40 (s, 3 H) 3.11 (d, J=16.67 Hz, 1 H) 2.76 (d, J=16.67 Hz, 1 H) 2.48 (td, J=7.89, 4.67 Hz, 1 H) 1.56 (s, 9 H) 1.46 (s, 3 H) 1.32-1.43 (m, 2 H) 1.00-1.12... Yields the product C(C)(C)(C)OC(=O)C1=CC2=C(CC(O2)(C)COC)C(=C1)OC1=CC=C(C=C1)S(=O)(=O)C1CC1 (4-(4-Cyclopropanesulfonyl-phenoxy)-2-methoxymethyl-2-methyl-2,3-dihydro-benzofuran-6-carboxylic acid tert-butyl ester). Reaction SMILES: [C:1](OC(C1C=C(OC2C=CC(S(C)(=O)=O)=CC=2)C2CC(COC)OC=2C=1)=O)(C)(C)C.[C:31]([O:35][C:36]([C:38]1[CH:49]=[C:48]([O:50][C:51]2[CH:56]=[CH:55][C:54]([S:57]([CH:60]3[CH2:62][CH2:61]3)(=[O:59])=[O:58])=[CH:53][CH:52]=2)[C:41]2[CH2:42][C:43]([CH2:46][OH:47])([CH3:45])[O:44][C:40]=2[CH:39]=1)=[O:37])([CH3:34])([CH3:33])[CH3:32].CI>>[C:31]([O:35][C:36]([C:38]1[CH:49]=[C:48]([O:50][C:51]2[CH:52]=[CH:53][C:54]([S:57]([CH:60]3[CH2:61][CH2:62]3)(=[O:59])=[O:58])=[CH:55][CH:56]=2)[C:41]2[CH2:42][C:43]([CH2:46][O:47][CH3:1])([CH3:45])[O:44][C:40]=2[CH:39]=1)=[O:37])([CH3:32])([CH3:33])[CH3:34]. Reactants: Cl (hydrochloric acid), NCC(=O)O (Glycine), [O-]CC.[Na+] (sodium ethoxide), OC=1C2=C(C=NC1C(=O)OCC)C(=NO2)C2=CC=C(C=C2)OC (Ethyl 7-hydroxy-3-(4-methoxyphenyl)isoxazolo[4,5-c]pyridine-6-carboxylate). As a reaction SMILES: [OH:1][C:2]1[C:3]2[O:15][N:14]=[C:13]([C:16]3[CH:21]=[CH:20][C:19]([O:22][CH3:23])=[CH:18][CH:17]=3)[C:4]=2[CH:5]=[N:6][C:7]=1[C:8](OCC)=[O:9].[NH2:24][CH2:25][C:26]([OH:28])=[O:27].[O-]CC.[Na+].Cl>CN(C=O)C.O>[OH:1][C:2]1[C:3]2[O:15][N:14]=[C:13]([C:16]3[CH:17]=[CH:18][C:19]([O:22][CH3:23])=[CH:20][CH:21]=3)[C:4]=2[CH:5]=[N:6][C:7]=1[C:8]([NH:24][CH2:25][C:26]([OH:28])=[O:27])=[O:9] |f:2.3|. Isolated yield 72.1%. Procedure: Ethyl 7-hydroxy-3-(4-methoxyphenyl)isoxazolo[4,5-c]pyridine-6-carboxylate (0.12 g, 0.38 mmol) was dissolved in 10 mL of DMF. Glycine (0.574 g, 7.64 mmol) and sodium ethoxide (0.391 g, 5.73 mmol) were added and the mixture was refluxed for 2 h. The mixture was cooled to room temperature and diluted with 70 mL of water. Concentrated hydrochloric acid was added dropwise until pH was 3. The resulting suspension was filtered and the solid was dried under vacuum to give 94 mg of the title compound. MS... Run in CN(C)C=O (DMF), O (water). Product: OC=1C2=C(C=NC1C(=O)NCC(=O)O)C(=NO2)C2=CC=C(C=C2)OC ({[7-Hydroxy-3-(4-methoxy-phenyl)-isoxazolo[4,5-c]pyridine-6-carbonyl]-amino}-acetic acid). The reactants are ClC=1C=C(N)C=CC1CN1CCN(CC1)C (3-Chloro-4-((4-methylpiperazin-1-yl)methyl)aniline), CC1=C(C=C(C(=O)O)C=C1)C#CC1=CN=CN1C (4-methyl-3-[(1-methyl-1H-imidazol-5-yl)ethynyl]benzoic acid), CN1CCOCC1 (4-methylmorpholine), C(C(=O)Cl)(=O)Cl (oxalyl chloride), NC1=CC=CC=C1 (aniline). Reagents/catalysts: CN(C)C=1C=CN=CC1 (DMAP). Solvent: C(Cl)Cl (methylene chloride). Reaction conditions: time 30 minute. The product is ClC=1C=C(C=CC1CN1CCN(CC1)C)NC(C1=CC(=C(C=C1)C)C#CC1=CN=CN1C)=O (N-{3-chloro-4-[(4-methylpiperazin-1-yl)methyl]phenyl}-4-methyl-3-[(1-methyl-1H-imidazol-5-yl)ethynyl]benzamide). RXN SMILES: [CH3:1][C:2]1[CH:10]=[CH:9][C:5]([C:6]([OH:8])=O)=[CH:4][C:3]=1[C:11]#[C:12][C:13]1[N:17]([CH3:18])[CH:16]=[N:15][CH:14]=1.CN1CCOCC1.C(Cl)(=O)C(Cl)=O.[Cl:32][C:33]1[CH:34]=[C:35]([CH:37]=[CH:38][C:39]=1[CH2:40][N:41]1[CH2:46][CH2:45][N:44]([CH3:47])[CH2:43][CH2:42]1)[NH2:36].NC1C=CC=CC=1>C(Cl)Cl.CN(C1C=CN=CC=1)C>[Cl:32][C:33]1[CH:34]=[C:35]([NH:36][C:6](=[O:8])[C:5]2[CH:9]=[CH:10][C:2]([CH3:1])=[C:3]([C:11]#[C:12][C:13]3[N:17]([CH3:18])[CH:16]=[N:15][CH:14]=3)[CH:4]=2)[CH:37]=[CH:38][C:39]=1[CH2:40][N:41]1[CH2:42][CH2:43][N:44]([CH3:47])[CH2:45][CH2:46]1. Reported procedure: 4-methyl-3-[(1-methyl-1H-imidazol-5-yl)ethynyl]benzoic acid (18 mmol) is dissolved in methylene chloride (100 mL). To this solution is added 3 equivalents of 4-methylmorpholine (NMM) followed by 1.05 equivalents of oxalyl chloride. After stirring at ambient temperature for 30 minutes, 0.8 equivalents of 3-Chloro-4-((4-methylpiperazin-1-yl)methyl)aniline (prepared as above) is added along with 5 mole % of DMAP. After initially stirring at ambient temperature, the mixture is brought to reflux and ... Reactants: [BH4-], COC(=O)C(=Cc1cc(OC)cc(OC)c1)c1ccc(Oc2ccc(C=O)cc2)cc1, CCO, [Na+]. Yields the product COC(=O)C(=Cc1cc(OC)cc(OC)c1)c1ccc(Oc2ccc(CO)cc2)cc1. Reaction SMILES: [BH4-:32].[CH3:1][O:2][C:3]([C:4](=[CH:5][c:6]1[cH:7][c:8]([O:14][CH3:15])[cH:9][c:10]([O:12][CH3:13])[cH:11]1)[c:16]1[cH:17][cH:18][c:19]([O:22][c:23]2[cH:24][cH:25][c:26]([CH:29]=[O:30])[cH:27][cH:28]2)[cH:20][cH:21]1)=[O:31].[CH3:34][CH2:35][OH:36].[Na+:33]>>[CH3:1][O:2][C:3]([C:4](=[CH:5][c:6]1[cH:7][c:8]([O:14][CH3:15])[cH:9][c:10]([O:12][CH3:13])[cH:11]1)[c:16]1[cH:17][cH:18][c:19]([O:22][c:23]2[cH:24][cH:25][c:26]([CH2:29][OH:30])[cH:27][cH:28]2)[cH:20][cH:21]1)=[O:31].